This data is from the Open Reaction Database (ORD), a public repository of structured organic reaction records. The task is: describe an organic reaction: reactants, conditions, products, and yield Reactants: CC1CCCC(C#N)(C(=O)O)C1, CCCCCCc1ccc(-c2ccc(O)cc2)cc1, CCN(CC)c1ccncc1, C(=NC1CCCCC1)=NC1CCCCC1, ClCCl. Product: CCCCCCc1ccc(-c2ccc(C3C(C)CCCC3(C#N)C(=O)O)cc2)cc1. As a reaction SMILES: [C:16](#[N:17])[C:18]1([C:25](=[O:26])[OH:27])[CH2:19][CH:20]([CH3:24])[CH2:21][CH2:22][CH2:23]1.[CH2:28]([CH2:29][CH2:30][CH2:31][CH2:32][CH3:33])[c:34]1[cH:35][cH:36][c:37](-[c:40]2[cH:41][cH:42][c:43]([OH:46])[cH:44][cH:45]2)[cH:38][cH:39]1.[CH2:47]([N:48]([CH2:49][CH3:50])[c:51]1[cH:52][cH:53][n:54][cH:55][cH:56]1)[CH3:57].[CH:1]1([N:2]=[C:3]=[N:4][CH:5]2[CH2:6][CH2:7][CH2:8][CH2:9][CH2:10]2)[CH2:11][CH2:12][CH2:13][CH2:14][CH2:15]1.[Cl:58][CH2:59][Cl:60]>>[C:16](#[N:17])[C:18]1([C:25](=[O:26])[OH:27])[CH:19]([c:43]2[cH:42][cH:41][c:40](-[c:37]3[cH:36][cH:35][c:34]([CH2:28][CH2:29][CH2:30][CH2:31][CH2:32][CH3:33])[cH:39][cH:38]3)[cH:45][cH:44]2)[CH:20]([CH3:24])[CH2:21][CH2:22][CH2:23]1. Starting materials: O=C(Nc1ccc(Br)cc1)C1CN2CCC1CC2, O=C([O-])[O-], CSc1ccc(B(O)O)cc1, COCCOC, Cl, [Cs+], [Cs+]. The product is Cl, CSc1ccc(-c2ccc(NC(=O)C3CN4CCC3CC4)cc2)cc1. RXN SMILES: [Br:2][c:3]1[cH:4][cH:5][c:6]([NH:9][C:10](=[O:11])[CH:12]2[CH2:13][N:14]3[CH2:15][CH2:16][CH:17]2[CH2:18][CH2:19]3)[cH:7][cH:8]1.[C:31](=[O:32])([O-:33])[O-:34].[CH3:20][S:21][c:22]1[cH:23][cH:24][c:25]([B:28]([OH:29])[OH:30])[cH:26][cH:27]1.[CH3:37][O:38][CH2:39][CH2:40][O:41][CH3:42].[ClH:1].[Cs+:35].[Cs+:36]>>[ClH:1].[c:3]1(-[c:25]2[cH:24][cH:23][c:22]([S:21][CH3:20])[cH:27][cH:26]2)[cH:4][cH:5][c:6]([NH:9][C:10](=[O:11])[CH:12]2[CH2:13][N:14]3[CH2:15][CH2:16][CH:17]2[CH2:18][CH2:19]3)[cH:7][cH:8]1.